From a dataset of the Open Reaction Database (ORD), a public repository of structured organic reaction records. describe an organic reaction: reactants, conditions, products, and yield Reactants: [Cl-].ClC1=C(C[P+](C2=CC=CC=C2)(C2=CC=CC=C2)C2=CC=CC=C2)C(=CC(=C1C)OC)Cl ((2,6-Dichloro-3-methyl-4-methoxybenzyl) triphenyl phosphonium chloride), Methyl 2(E),4(E),6(Z)-3-methyl-6-fluoro-7-formyl-2,4,6-octatrienoate, O1CCCC1 (tetrahydrofuran), O1CCCC1 (tetrahydrofuran), C(CCC)[Li] (n-Butyllithium). As a reaction SMILES: [Cl-].ClC1[C:28](C)=[C:27]([O:30]C)[CH:26]=C(Cl)C=1C[P+](C1C=CC=CC=1)(C1C=CC=CC=1)C1C=CC=CC=1.[O:33]1[CH2:37][CH2:36][CH2:35][CH2:34]1.C([Li])[CH2:39][CH2:40][CH3:41]>O>[C:34]([O:33][CH2:37][CH3:36])(=[O:30])[CH3:35].[CH:40]([O:30][CH:27]([CH3:28])[CH3:26])([CH3:41])[CH3:39] |f:0.1,5.6|. Yields the product C(C)(=O)OCC.C(C)(C)OC(C)C (ethyl acetate isopropyl ether). The solvent is O (water). Reported procedure: (2,6-Dichloro-3-methyl-4-methoxybenzyl) triphenyl phosphonium chloride (3.86 g., 7.7 mmol) was suspended in 50 ml. of tetrahydrofuran in a 100-ml. three-necked, round-bottomed flask fitted with an argon inlet, internal thermometer and septum. n-Butyllithium (2.3 M, 3.6 ml.) was added slowly at -70° C. thereto and the temperature was allowed to rise to about 30° C. until a clear solution was obtained. Methyl 2(E),4(E),6(Z)-3-methyl-6-fluoro-7-formyl-2,4,6-octatrienoate in 5 ml. of tetrahydrofuran... Reaction conditions: temperature 0 celsius, time 0.5 hour.